From a dataset of the Open Reaction Database (ORD), a public repository of structured organic reaction records. describe an organic reaction: reactants, conditions, products, and yield Isolated yield 99.5%. The product is N1C(CCCC1)CCN1CC2=CC=CC=C2CC1 (2-(2-Piperidin-2-yl ethyl)-1,2,3,4-tetrahydroisoquinoline). Starting materials: C(C1=CC=CC=C1)OC(=O)N1C(CCCC1)CCN1CC2=CC=CC=C2CC1 (2-[2-(3,4-Dihydro-1H-isoquinolin-2-yl)ethyl]piperidine-1-carboxylic acid benzyl ester). As a reaction SMILES: C(OC([N:11]1[CH2:16][CH2:15][CH2:14][CH2:13][CH:12]1[CH2:17][CH2:18][N:19]1[CH2:28][CH2:27][C:26]2[C:21](=[CH:22][CH:23]=[CH:24][CH:25]=2)[CH2:20]1)=O)C1C=CC=CC=1>C(O)C.[Pd]>[NH:11]1[CH2:16][CH2:15][CH2:14][CH2:13][CH:12]1[CH2:17][CH2:18][N:19]1[CH2:28][CH2:27][C:26]2[C:21](=[CH:22][CH:23]=[CH:24][CH:25]=2)[CH2:20]1. Reported procedure: The protected amine 2-[2-(3,4-dihydro-1H-isoquinolin-2-yl)ethyl]piperidine-1-carboxylic acid benzyl ester (D3, 14 g, 0.037 mol) was dissolved in ethanol (300 ml) and hydrogenated over 10% Pd/C for 18 hours to afford the title compound (9 g, 100%). MH+ 245. The solvent is C(C)O (ethanol), [Pd] (Pd/C). Reactants: C1(=CC=CC=C1)O (PHENOL), OC(CC)(C=1SC=CN1)C=1C=C(C=CC1)O[Si](C)(C)C(C)(C)C (3-[1-hydroxy-1-(thiazol-2-yl)propyl](O-tert-butyldimethylsilyl)phenol). Yields the product OC(CC)(C1=NC=CC=C1)C=1C=C(C=CC1)O (3-[1-Hydroxy-1-(pyridin-2-yl)propyl]phenol). Reaction SMILES: [C:1]1(O)C=CC=C[CH:2]=1.[OH:8][C:9]([C:17]1[CH:18]=[C:19]([O:23][Si](C(C)(C)C)(C)C)[CH:20]=[CH:21][CH:22]=1)([C:12]1S[CH:14]=[CH:15][N:16]=1)[CH2:10][CH3:11]>>[OH:8][C:9]([C:17]1[CH:18]=[C:19]([OH:23])[CH:20]=[CH:21][CH:22]=1)([C:12]1[CH:2]=[CH:1][CH:14]=[CH:15][N:16]=1)[CH2:10][CH3:11]. Procedure details: Following the procedure described for Phenol 6, Step 3 but substituting 3-[1-hydroxy-1-(pyridin-2-yl)propyl](O-tert-butyldiphenylsilyl)phenol from Step 4 for 3-[1-hydroxy-1-(thiazol-2-yl)propyl](O-tert-butyldimethylsilyl)phenol, the title compound was obtained. Procedure: To 1 part of a solution of 2 parts of thiophene in 40 parts of ethanol were added 11.3 parts of 1-(4-fluorophenylmethyl)-N-[1-[2-[(phenylmethyl)amino]ethyl]-4-piperidinyl]-1H-benzimidazol-2-amine, 2 parts of paraformaldehyde, 10 parts of potassium acetate and 120 parts of methanol. The whole was hydrogenated at normal pressure and at room temperature with 2 parts of platinum-on-charcoal catalyst 10%. After the calculated amount of hydrogen was taken up, the catalyst was filtered off over Hyflo a... As a reaction SMILES: S1C=CC=[CH:2]1.[F:6][C:7]1[CH:12]=[CH:11][C:10]([CH2:13][N:14]2[C:18]3[CH:19]=[CH:20][CH:21]=[CH:22][C:17]=3[N:16]=[C:15]2[NH:23][CH:24]2[CH2:29][CH2:28][N:27]([CH2:30][CH2:31][NH:32][CH2:33][C:34]3[CH:39]=[CH:38][CH:37]=[CH:36][CH:35]=3)[CH2:26][CH2:25]2)=[CH:9][CH:8]=1.C=O.C([O-])(=O)C.[K+].[H][H]>[Pt].CO.C(O)C>[F:6][C:7]1[CH:12]=[CH:11][C:10]([CH2:13][N:14]2[C:18]3[CH:19]=[CH:20][CH:21]=[CH:22][C:17]=3[N:16]=[C:15]2[NH:23][CH:24]2[CH2:29][CH2:28][N:27]([CH2:30][CH2:31][N:32]([CH3:2])[CH2:33][C:34]3[CH:35]=[CH:36][CH:37]=[CH:38][CH:39]=3)[CH2:26][CH2:25]2)=[CH:9][CH:8]=1 |f:3.4|. Starting materials: S1C=CC=C1 (thiophene), FC1=CC=C(C=C1)CN1C(=NC2=C1C=CC=C2)NC2CCN(CC2)CCNCC2=CC=CC=C2 (1-(4-fluorophenylmethyl)-N-[1-[2-[(phenylmethyl)amino]ethyl]-4-piperidinyl]-1H-benzimidazol-2-amine), C=O (paraformaldehyde), C(C)(=O)[O-].[K+] (potassium acetate), [H][H] (hydrogen). Run in CO (methanol), C(C)O (ethanol). Yields the product FC1=CC=C(C=C1)CN1C(=NC2=C1C=CC=C2)NC2CCN(CC2)CCN(CC2=CC=CC=C2)C (1-[(4-fluorophenyl)methyl]-N-[1-[2-[methyl(phenylmethyl)amino]ethyl]-4-piperidinyl]-1H-benzimidazol-2-amine), intermediate 135. The reagents and catalysts are [Pt] (platinum-on-charcoal). As a reaction SMILES: [CH2:23]1[O:24][CH2:25][CH2:26][CH2:27]1.[CH3:6][O:7][C:8]([C:9]([CH3:10])([CH3:11])[NH2:12])=[O:13].[CH:14]([N:15]([CH2:16][CH3:17])[CH:18]([CH3:19])[CH3:20])([CH3:21])[CH3:22].[Cl:1][CH2:2][C:3](=[O:4])[OH:5]>>[Cl:1][CH2:2][C:3](=[O:4])[NH:12][C:9]([C:8]([O:7][CH3:6])=[O:13])([CH3:10])[CH3:11]. Product: COC(=O)C(C)(C)NC(=O)CCl. The reactants are C1CCOC1, COC(=O)C(C)(C)N, CCN(C(C)C)C(C)C, O=C(O)CCl. Reactants: NC=1C=C(C(=O)OCC)C=CN1 (ethyl 2-aminoisonicotinate), CS(=O)(=O)Cl (methanesulfonyl chloride). Run in N1=CC=CC=C1 (pyridine). Conditions: time 3 hour. Product: CS(=O)(=O)NC=1C=C(C(=O)OCC)C=CN1 (ethyl 2-(methylsulfonamido)isonicotinate). The yield is 88.0%. RXN SMILES: [NH2:1][C:2]1[CH:3]=[C:4]([CH:10]=[CH:11][N:12]=1)[C:5]([O:7][CH2:8][CH3:9])=[O:6].[CH3:13][S:14](Cl)(=[O:16])=[O:15]>N1C=CC=CC=1>[CH3:13][S:14]([NH:1][C:2]1[CH:3]=[C:4]([CH:10]=[CH:11][N:12]=1)[C:5]([O:7][CH2:8][CH3:9])=[O:6])(=[O:16])=[O:15]. Procedure details: To a solution of ethyl 2-aminoisonicotinate (1 g, 6.02 mmol) in dry pyridine (20 ml), methanesulfonyl chloride (0.938 ml, 12.04 mmol) was added at room temperature, and the resulting solution was stirred for 3 hours. Pyridine was evaporated and the residue was triturated with water (20 ml). The solid was collected by filtration and dried affording ethyl 2-(methylsulfonamido)isonicotinate as a light brown powder (1.3 g, 5.32 mmol, 88% yield, MS/ESI+ 245.2 [MH]+). Reactants: C1CCNC1, O=Cc1ccc(Cl)cc1, O=C1Cc2ccccc2N1. Product: O=C1Nc2ccccc2C1=Cc1ccc(Cl)cc1. Reaction SMILES: [CH2:20]1[CH2:21][NH:22][CH2:23][CH2:24]1.[Cl:11][c:12]1[cH:13][cH:14][c:15]([CH:16]=[O:17])[cH:18][cH:19]1.[NH:1]1[C:2](=[O:10])[CH2:3][c:4]2[cH:5][cH:6][cH:7][cH:8][c:9]21>>[NH:1]1[C:2](=[O:10])[C:3](=[CH:16][c:15]2[cH:14][cH:13][c:12]([Cl:11])[cH:19][cH:18]2)[c:4]2[cH:5][cH:6][cH:7][cH:8][c:9]21. RXN SMILES: [Br:1][c:2]1[cH:3][cH:4][c:5](-[c:8]2[cH:9][cH:10][c:11]([OH:14])[cH:12][cH:13]2)[cH:6][cH:7]1.[CH2:17]([CH3:18])[I:19].[CH3:21][N:22]([CH3:23])[CH:24]=[O:25].[CH3:26][CH2:27][CH2:28][CH2:29][CH2:30][CH3:31].[H-:15].[Na+:16].[OH2:20]>>[Br:1][c:2]1[cH:3][cH:4][c:5](-[c:8]2[cH:9][cH:10][c:11]([O:14][CH2:17][CH3:18])[cH:12][cH:13]2)[cH:6][cH:7]1. Product: CCOc1ccc(-c2ccc(Br)cc2)cc1. The reactants are Oc1ccc(-c2ccc(Br)cc2)cc1, CCI, CN(C)C=O, CCCCCC, [H-], [Na+], O. The reactants are C(C)(=O)OC=1C=C2C(C=CNC2=CC1OC)=O (6-acetoxy-7-methoxy-1,4-dihydroquinolin-4-one), S(=O)(Cl)Cl (thionyl chloride). The solvent is CN(C)C=O (DMF). Product: ClC1=CC=NC2=CC(=C(C=C12)O)OC (4-chloro-6-hydroxy-7-methoxyquinoline). Reaction SMILES: C([O:4][C:5]1[CH:6]=[C:7]2[C:12](=[CH:13][C:14]=1[O:15][CH3:16])[NH:11][CH:10]=[CH:9][C:8]2=O)(=O)C.S(Cl)([Cl:20])=O>CN(C=O)C>[Cl:20][C:8]1[C:7]2[C:12](=[CH:13][C:14]([O:15][CH3:16])=[C:5]([OH:4])[CH:6]=2)[N:11]=[CH:10][CH:9]=1. Procedure: A solution of 6-acetoxy-7-methoxy-1,4-dihydroquinolin-4-one (6.2 g, 28 mmol) and thionyl chloride (75 ml) containing DMF (0.5 ml) was heated at reflux for 1 hour. The volatiles were removed by evaporation. The residue was suspended in methylene chloride (5 ml) and poured slowly into a stirred solution of methanol/ammonium hydroxide. The mixture was partitioned between water and methylene chloride and dried by passing through ,phase separating paper. Removal of the solvent by evaporation gave a s... The reactants are CCc1cc(C(=O)NCc2cccc(O)c2)sc1C(=O)NC(CNC(=O)OC(C)(C)C)C(=O)OC, ClCCl, O=C(O)C(F)(F)F. Yields the product CCc1cc(C(=O)NCc2cccc(O)c2)sc1C(=O)NC(CN)C(=O)OC, O=C(O)C(F)(F)F. As a reaction SMILES: [CH3:1][O:2][C:3]([CH:4]([CH2:5][NH:6][C:7]([O:8][C:9]([CH3:10])([CH3:11])[CH3:12])=[O:13])[NH:14][C:15](=[O:16])[c:17]1[s:18][c:19]([C:24]([NH:25][CH2:26][c:27]2[cH:28][c:29]([OH:33])[cH:30][cH:31][cH:32]2)=[O:34])[cH:20][c:21]1[CH2:22][CH3:23])=[O:35].[Cl:43][CH2:44][Cl:45].[F:36][C:37]([C:38](=[O:39])[OH:40])([F:41])[F:42]>>[CH3:1][O:2][C:3]([CH:4]([CH2:5][NH2:6])[NH:14][C:15](=[O:16])[c:17]1[s:18][c:19]([C:24]([NH:25][CH2:26][c:27]2[cH:28][c:29]([OH:33])[cH:30][cH:31][cH:32]2)=[O:34])[cH:20][c:21]1[CH2:22][CH3:23])=[O:35].[F:36][C:37]([C:38](=[O:39])[OH:40])([F:41])[F:42].